Dataset: the Open Reaction Database (ORD), a public repository of structured organic reaction records. Task: describe an organic reaction: reactants, conditions, products, and yield Reactants: COc1cc2nc(Cl)ncc2cc1Br, CCOC(C)=O, CC(C)O, CC(C)NC(=O)c1ccc(N)cc1. Reaction SMILES: [Br:1][c:2]1[cH:3][c:4]2[cH:5][n:6][c:7]([Cl:14])[n:8][c:9]2[cH:10][c:11]1[O:12][CH3:13].[CH3:32][CH2:33][O:34][C:35](=[O:36])[CH3:37].[CH:28]([OH:29])([CH3:30])[CH3:31].[NH2:15][c:16]1[cH:17][cH:18][c:19]([C:20](=[O:21])[NH:22][CH:23]([CH3:24])[CH3:25])[cH:26][cH:27]1>>[Br:1][c:2]1[cH:3][c:4]2[cH:5][n:6][c:7]([NH:15][c:16]3[cH:17][cH:18][c:19]([C:20](=[O:21])[NH:22][CH:23]([CH3:24])[CH3:25])[cH:26][cH:27]3)[n:8][c:9]2[cH:10][c:11]1[O:12][CH3:13]. Product: COc1cc2nc(Nc3ccc(C(=O)NC(C)C)cc3)ncc2cc1Br.